From a dataset of the Open Reaction Database (ORD), a public repository of structured organic reaction records. describe an organic reaction: reactants, conditions, products, and yield The reactants are C(C)(=O)NC1=CC(=C(C(=O)O)C=C1)F (4-acetylamino-2-fluoro-benzoic acid), S(O)(O)(=O)=O (sulphuric acid), [N+](=O)(O)[O-] (nitric acid). The product is C(C)(=O)NC1=CC(=C(C(=O)O)C=C1[N+](=O)[O-])F (4-Acetylamino-2-fluoro-5-nitro-benzoic acid). Reaction SMILES: [C:1]([NH:4][C:5]1[CH:13]=[CH:12][C:8]([C:9]([OH:11])=[O:10])=[C:7]([F:14])[CH:6]=1)(=[O:3])[CH3:2].S(=O)(=O)(O)O.[N+:20]([O-])([OH:22])=[O:21]>>[C:1]([NH:4][C:5]1[C:13]([N+:20]([O-:22])=[O:21])=[CH:12][C:8]([C:9]([OH:11])=[O:10])=[C:7]([F:14])[CH:6]=1)(=[O:3])[CH3:2]. Procedure details: Prepared analogously to example 83b from 4-acetylamino-2-fluoro-benzoic acid, conc. sulphuric acid and conc. nitric acid. The reactants are CC(CC)SC1=C(C#N)C=CC(=C1)C(F)(F)F (2-(1-Methylpropylsulphenyl)-4-trifluoromethylbenzonitrile), Cl (hydrochloric acid), [OH-].[Na+] (sodium hydroxide), C(C)O (ethanol). Run in O (water). Yields the product CC(CC)SC1=C(C(=O)O)C=CC(=C1)C(F)(F)F (2-(1-methylpropylsulphenyl)-4-trifluoromethylbenzoic acid). Reaction SMILES: [CH3:1][CH:2]([S:5][C:6]1[CH:13]=[C:12]([C:14]([F:17])([F:16])[F:15])[CH:11]=[CH:10]C=1C#N)[CH2:3][CH3:4].[OH-:18].[Na+].[CH2:20]([OH:22])[CH3:21].Cl>O>[CH3:1][CH:2]([S:5][C:6]1[CH:13]=[C:12]([C:14]([F:17])([F:16])[F:15])[CH:11]=[CH:10][C:21]=1[C:20]([OH:18])=[O:22])[CH2:3][CH3:4] |f:1.2|. Reported procedure: 2-(1-Methylpropylsulphenyl)-4-trifluoromethylbenzonitrile (8.6 g), 10M sodium hydroxide (120 ml) and ethanol were combined and heated at reflux for 24 hours. The cooled mixture was poured into water and acidified to pH 1 with concentrated hydrochloric acid. The mixture was extracted with ethyl acetate. The organic phase was washed with water, dried (anhydrous magnesium sulphate) and filtered. The filtrate was evaporated to dryness yielding 2-(1-methylpropylsulphenyl)-4-trifluoromethylbenzoic aci... The reactants are C#Cc1c(Oc2ccc([N+](=O)[O-])cc2)ccnc1N, CN(C)C=O, CCO, [Cl-], [Fe], [NH4+], O. Yields the product C#Cc1c(Oc2ccc(N)cc2)ccnc1N. Reaction SMILES: [C:1](#[CH:2])[c:3]1[c:4]([NH2:19])[n:5][cH:6][cH:7][c:8]1[O:9][c:10]1[cH:11][cH:12][c:13]([N+:16]([O-:17])=[O:18])[cH:14][cH:15]1.[CH3:22][N:23]([CH3:24])[CH:25]=[O:26].[CH3:27][CH2:28][OH:29].[Cl-:20].[Fe:30].[NH4+:21].[OH2:31]>>[C:1](#[CH:2])[c:3]1[c:4]([NH2:19])[n:5][cH:6][cH:7][c:8]1[O:9][c:10]1[cH:11][cH:12][c:13]([NH2:16])[cH:14][cH:15]1. Starting materials: CCN(CC)c1ccccc1, C1CCOC1, Cc1ccc(S(=O)(=O)Cl)cc1. Product: Cc1ccc(S(N)(=O)=O)cc1. As a reaction SMILES: [CH2:1]([N:3]([CH2:2][CH3:4])[c:5]1[cH:6][cH:7][cH:8][cH:9][cH:10]1)[CH3:11].[CH2:23]1[O:24][CH2:25][CH2:26][CH2:27]1.[c:12]1([CH3:22])[cH:13][cH:14][c:15]([S:18](=[O:19])(=[O:20])[Cl:21])[cH:16][cH:17]1>>[NH2:3][S:18]([c:15]1[cH:14][cH:13][c:12]([CH3:22])[cH:17][cH:16]1)(=[O:19])=[O:20]. Reactants: OC1=CC=C(C=C1)C(C)=O (p-Hydroxyacetophenone), C(C)(=O)OCC (ethyl acetate), C(CC(C)C)O (isoamyl alcohol), N(=O)OCCC(C)C (Isoamyl nitrite). Run at temperature 25 celsius. Yields the product C(CC(C)C)OC(C=O)(C1=CC=C(C=C1)O)OCCC(C)C (4-Hydroxyphenylglyoxal Diisoamyl Acetal). Isolated yield 62.0%. As a reaction SMILES: [OH:1][C:2]1[CH:7]=[CH:6][C:5]([C:8](=[O:10])[CH3:9])=[CH:4][CH:3]=1.[CH2:11]([OH:16])[CH2:12][CH:13]([CH3:15])[CH3:14].N(O[CH2:20][CH2:21][CH:22]([CH3:24])[CH3:23])=O.C(OCC)(=[O:27])C>>[CH2:20]([O:10][C:8]([O:16][CH2:11][CH2:12][CH:13]([CH3:15])[CH3:14])([C:5]1[CH:6]=[CH:7][C:2]([OH:1])=[CH:3][CH:4]=1)[CH:9]=[O:27])[CH2:21][CH:22]([CH3:24])[CH3:23]. Procedure details: p-Hydroxyacetophenone (40g, 294 mmol) was charged into a reactor containing acidified isoamyl alcohol (200 mL, acidified with anhydrous HCl). Isoamyl nitrite (79 ml, 69g, 588 mmol) was added slowly to maintain a temperature of 25° C. Reaction was monitored by HPLC. At the end of the reaction, ethyl acetate (500 ml) was added and the reaction mixture was transferred to a separator funnel. The organic layer was washed with water (2 ×250 ml), saturated NaHCO3 (1×250 ml) and brine (1×250 ml). The or... RXN SMILES: F[C:2]1[CH:7]=[CH:6][C:5]([N+:8]([O-:10])=[O:9])=[CH:4][C:3]=1[F:11].[O:12]1[CH2:17][CH2:16][N:15]([CH2:18][CH2:19][OH:20])[CH2:14][CH2:13]1.C([O-])([O-])=O.[Cs+].[Cs+].O>CN(C=O)C>[F:11][C:3]1[CH:4]=[C:5]([N+:8]([O-:10])=[O:9])[CH:6]=[CH:7][C:2]=1[O:20][CH2:19][CH2:18][N:15]1[CH2:16][CH2:17][O:12][CH2:13][CH2:14]1 |f:2.3.4|. The product is FC1=C(OCCN2CCOCC2)C=CC(=C1)[N+](=O)[O-] (4-(2-(2-fluoro-4-nitrophenoxy)ethyl)morpholine). The solvent is CN(C)C=O (DMF). Run at temperature 75 celsius, time 12 hour. The reactants are O (water), FC1=C(C=C(C=C1)[N+](=O)[O-])F (1,2-difluoro-4-nitrobenzene), O1CCN(CC1)CCO (2-morpholinoethanol), C(=O)([O-])[O-].[Cs+].[Cs+] (Cs2CO3). Isolated yield 76.5%. Procedure details: A mixture of 1,2-difluoro-4-nitrobenzene (1.0 g, 6.29 mmol), 2-morpholinoethanol (1.0 g, 7.62 mmol) and Cs2CO3 in DMF (10 mL) was stirred at 75° C. for 12 h. 30 mL of water was then added and the resulting mixture was extracted with DCM (30 mL×2). The combined organic phases were washed with brine (30 mL×3), dried over anhydrous Na2SO4 and concentrated in vacuo. The residue was purified by a silica gel column chromatography (PE/EtOAc (V/V)=4:1) to give the title compound as yellow oil (1.30 g, 7... Reactants: C(CCC)C1=NC2=C(N1CC1=CC=C(C=C1)C1=C(C=CC=C1)C#N)C=C(C=C2C)C2=NC1=C(N2C)C=CC=C1 (4'-[[2-n-butyl-4-methyl-6-(1-methylbenzimidazol-2-yl)-benzimidazol-1-yl]-methyl]-2-cyano-biphenyl), [N-]=[N+]=[N-].[Na+] (sodium azide). Solvent: CN(C=O)C (dimethylformamide). Product: C(CCC)C1=NC2=C(N1CC1=CC=C(C=C1)C1=C(C=CC=C1)C1=NN=NN1)C=C(C=C2C)C2=NC1=C(N2C)C=CC=C1 (4'-[[2-n-Butyl-4-methyl-6-(1-methylbenzimidazol-2-yl)-benzimidazol-1-yl]-methyl]-2-(1H-tetrazol-5-yl)-biphenyl). Reaction SMILES: [CH2:1]([C:5]1[N:9]([CH2:10][C:11]2[CH:16]=[CH:15][C:14]([C:17]3[CH:22]=[CH:21][CH:20]=[CH:19][C:18]=3[C:23]#[N:24])=[CH:13][CH:12]=2)[C:8]2[CH:25]=[C:26]([C:30]3[N:34]([CH3:35])[C:33]4[CH:36]=[CH:37][CH:38]=[CH:39][C:32]=4[N:31]=3)[CH:27]=[C:28]([CH3:29])[C:7]=2[N:6]=1)[CH2:2][CH2:3][CH3:4].[N-:40]=[N+:41]=[N-:42].[Na+]>CN(C)C=O>[CH2:1]([C:5]1[N:9]([CH2:10][C:11]2[CH:12]=[CH:13][C:14]([C:17]3[CH:22]=[CH:21][CH:20]=[CH:19][C:18]=3[C:23]3[NH:42][N:41]=[N:40][N:24]=3)=[CH:15][CH:16]=2)[C:8]2[CH:25]=[C:26]([C:30]3[N:34]([CH3:35])[C:33]4[CH:36]=[CH:37][CH:38]=[CH:39][C:32]=4[N:31]=3)[CH:27]=[C:28]([CH3:29])[C:7]=2[N:6]=1)[CH2:2][CH2:3][CH3:4] |f:1.2|. Procedure details: Prepared analogously to Example 10 from 4'-[[2-n-butyl-4-methyl-6-(1-methylbenzimidazol-2-yl)-benzimidazol-1-yl]-methyl]-2-cyano-biphenyl and sodium azide in dimethylformamide. The reactants are C1(CC1)C(O)C1=CC=C(C=C1)F (cyclopropyl-4-fluorophenylcarbinol), Cl (hydrogen chloride). The solvent is C(C)(=O)O (acetic acid). Product: ClCCC=CC1=CC=C(C=C1)F (1-chloro-4-(4-fluorophenyl)-3-butene). Reaction SMILES: [CH:1]1([CH:4]([C:6]2[CH:11]=[CH:10][C:9]([F:12])=[CH:8][CH:7]=2)O)[CH2:3][CH2:2]1.[ClH:13]>C(O)(=O)C>[Cl:13][CH2:3][CH2:2][CH:1]=[CH:4][C:6]1[CH:11]=[CH:10][C:9]([F:12])=[CH:8][CH:7]=1. Procedure details: Reduction of cyclopropyl 4-fluorophenyl ketone by reaction with sodium borohydride gave cyclopropyl-4-fluorophenylcarbinol. Reaction of the cyclopropyl carbinol with hydrogen chloride in acetic acid effected opening of the cyclopropyl ring, chlorination and dehydration to afford 1-chloro-4-(4-fluorophenyl)-3-butene. The chlorobutene was reacted with dimethylamine in ethanol at 100° C. for forty-eight hours to provide N,N-dimethyl-4-(4-fluorophenyl)-3-butenylamine. A solution of 54.4 g. of the bu... The reactants are N1CCCCC1 (piperidine), FC1=CC=C(C=O)C=C1 (4-fluorobenzaldehyde), C(C)(C)C(=O)CC1=CC=CC=C1 (benzyl isopropyl ketone). The solvent is C1(=CC=CC=C1)C (toluene). The product is FC1=CC=C(C=C1)C=C(C(C(C)C)=O)C1=CC=CC=C1 (1-(4-Fluorophenyl)-4-methyl-2-phenyl-penten-3-one). As a reaction SMILES: N1CCCCC1.[F:7][C:8]1[CH:15]=[CH:14][C:11]([CH:12]=O)=[CH:10][CH:9]=1.[CH:16]([C:19]([CH2:21][C:22]1[CH:27]=[CH:26][CH:25]=[CH:24][CH:23]=1)=[O:20])([CH3:18])[CH3:17]>C1(C)C=CC=CC=1>[F:7][C:8]1[CH:15]=[CH:14][C:11]([CH:12]=[C:21]([C:22]2[CH:27]=[CH:26][CH:25]=[CH:24][CH:23]=2)[C:19](=[O:20])[CH:16]([CH3:18])[CH3:17])=[CH:10][CH:9]=1. Reported procedure: 0.9 ml of piperidine is added to 24.8 g (0.2 mol) of 4-fluorobenzaldehyde and 32.4 g (0.2 mol) of benzyl isopropyl ketone in 150 ml of toluene and the mixture is heated to reflux overnight. After cooling to room temperature, the mixture is extracted several times using water and the organic phase is dried over magnesium sulphate and concentrated in vacuo. The residue is subjected to incipient distillation up to a bath temperature of 150° C. at 0.1 mbar in a high vacuum and 43.8 g of crude produc...